This data is from the Open Reaction Database (ORD), a public repository of structured organic reaction records. The task is: describe an organic reaction: reactants, conditions, products, and yield Reactants: C(C)(=O)O[C@@H](C)\C=C/C(=O)N[C@H]1[C@H](O[C@H]([C@H](C1)C)C\C=C(\C=C)/C)C ((S,Z)-5-((2R,3R,5S,6S)-2,5-dimethyl-6-((E)-3-methylpenta-2,4-dienyl)-tetrahydro-2H-pyran-3-ylamino)-5-oxopent-3-en-2-yl acetate), C(=O)([O-])[O-].[K+].[K+] (K2CO3). Solvent: [NH4+].[Cl-] (NH4Cl), CO (MeOH). Run at time 5 minute. The product is C[C@H]1O[C@H]([C@H](C[C@H]1NC(\C=C/[C@H](C)O)=O)C)C\C=C(\C=C)/C ((S,Z)-N-((2R,3R,5S,6S)-2,5-dimethyl-6-((E)-3-methylpenta-2,4-dienyl)-tetrahydro-2H-pyran-3-yl)-4-hydroxypent-2-enamide). The yield is 82.4%. As a reaction SMILES: C([O:4][C@H:5](/[CH:7]=[CH:8]\[C:9]([NH:11][C@@H:12]1[CH2:17][C@H:16]([CH3:18])[C@H:15]([CH2:19]/[CH:20]=[C:21](\[CH3:24])/[CH:22]=[CH2:23])[O:14][C@@H:13]1[CH3:25])=[O:10])[CH3:6])(=O)C.C([O-])([O-])=O.[K+].[K+]>CO.[NH4+].[Cl-]>[CH3:25][C@@H:13]1[C@H:12]([NH:11][C:9](=[O:10])/[CH:8]=[CH:7]\[C@@H:5]([OH:4])[CH3:6])[CH2:17][C@H:16]([CH3:18])[C@H:15]([CH2:19]/[CH:20]=[C:21](\[CH3:24])/[CH:22]=[CH2:23])[O:14]1 |f:1.2.3,5.6|. Reported procedure: To a stirred solution of (S,Z)-5-((2R,3R,5S,6S)-2,5-dimethyl-6-((E)-3-methylpenta-2,4-dienyl)-tetrahydro-2H-pyran-3-ylamino)-5-oxopent-3-en-2-yl acetate (26.5 mg, 0.0758 mmol) in MeOH (380 μL) was added K2CO3 (26.3 mg, 0.190 mmol) at 0° C. under an open atmosphere. After 2 h at the same temperature the reaction was diluted with saturated aqueous NH4Cl (60 μL) and stirred for 5 min. The resulting reaction mixture was dried over anhydrous Na2SO4, filtered, and concentrated under reduced pressure. ... Starting materials: CCOC(=O)C(C(=O)OCC)C(=O)C(C)(C)c1cccc(Br)c1, O=P12OP3(=O)OP(=O)(O1)OP(=O)(O2)O3, O, O=S(=O)(O)O. Product: CCOC(=O)C1=C(O)c2ccc(Br)cc2C(C)(C)C1=O. RXN SMILES: [Br:20][c:21]1[cH:22][c:23]([C:27]([C:28](=[O:29])[CH:30]([C:31](=[O:32])[O:33][CH2:34][CH3:35])[C:36](=[O:37])[O:38][CH2:39][CH3:40])([CH3:41])[CH3:42])[cH:24][cH:25][cH:26]1.[O:6]=[P:7]12[O:8][P:9]3(=[O:19])[O:10][P:11](=[O:17])([O:12][P:13](=[O:16])([O:14]3)[O:15]1)[O:18]2.[OH2:43].[S:1](=[O:2])(=[O:3])([OH:4])[OH:5]>>[Br:20][c:21]1[cH:22][c:23]2[c:24]([cH:25][cH:26]1)[C:36]([OH:37])=[C:30]([C:31](=[O:32])[O:33][CH2:34][CH3:35])[C:28](=[O:29])[C:27]2([CH3:41])[CH3:42].